This data is from the Open Reaction Database (ORD), a public repository of structured organic reaction records. The task is: describe an organic reaction: reactants, conditions, products, and yield The reactants are C(C)(=O)C1C2C(C(CC1C#N)C2)(C)C (2-Acetyl-6,6-dimethyl-bicyclo[3.1.1]heptane-3-carbonitrile), [BH4-].[Na+] (sodium borohydride). The solvent is CO (methanol). Reaction conditions: temperature 0 celsius, time 2 hour. The product is OC(C)C1C2C(C(CC1C#N)C2)(C)C (2-(1-hydroxy-ethyl)-6,6-dimethyl-bicyclo[3.1.1]heptane-3-carbonitrile). RXN SMILES: [C:1]([CH:4]1[CH:9]([C:10]#[N:11])[CH2:8][CH:7]2[CH2:12][CH:5]1[C:6]2([CH3:14])[CH3:13])(=[O:3])[CH3:2].[BH4-].[Na+]>CO>[OH:3][CH:1]([CH:4]1[CH:9]([C:10]#[N:11])[CH2:8][CH:7]2[CH2:12][CH:5]1[C:6]2([CH3:13])[CH3:14])[CH3:2] |f:1.2|. Procedure details: 2-Acetyl-6,6-dimethyl-bicyclo[3.1.1]heptane-3-carbonitrile (551 mg, 2.88 mmol) was dissolved in methanol (20 ml) under an atmosphere of dry N2. The reaction was then cooled to 0° C. to which sodium borohydride (203 mg, 5.37 mmol) was added. After stirring at 0° C. for two hours, the reaction was concentrated under vacuum and partitioned between saturated NaHCO3 and CH2Cl2. The CH2Cl2 layer was dried over Na2SO4, filtered and concentrated under vacuum to give 2-(1-hydroxy-ethyl)-6,6-dimethyl-bicy... Reactants: c1ccc(CN2CCc3cccc(-c4ccccc4)c3C2)cc1, CCO, Cl. The product is Cl, c1ccc(-c2cccc3c2CNCC3)cc1. Reaction SMILES: [CH2:2]([c:3]1[cH:4][cH:5][cH:6][cH:7][cH:8]1)[N:9]1[CH2:10][c:11]2[c:12](-[c:19]3[cH:20][cH:21][cH:22][cH:23][cH:24]3)[cH:13][cH:14][cH:15][c:16]2[CH2:17][CH2:18]1.[CH3:25][CH2:26][OH:27].[ClH:1]>>[ClH:1].[NH:9]1[CH2:10][c:11]2[c:12](-[c:19]3[cH:20][cH:21][cH:22][cH:23][cH:24]3)[cH:13][cH:14][cH:15][c:16]2[CH2:17][CH2:18]1. Starting materials: [BH4-], CO, COc1cc2c(nc1OC)c(-c1cc3c(C=O)ccnc3n1S(=O)(=O)c1ccc(C)cc1)cn2C, NC1CC1, ClCCl, [Na+], [Na+], [Na+], O=S(=O)([O-])[O-]. Yields the product COc1cc2c(nc1OC)c(-c1cc3c(CNC4CC4)ccnc3n1S(=O)(=O)c1ccc(C)cc1)cn2C. RXN SMILES: [BH4-:47].[CH3:52][OH:53].[CH3:5][O:6][c:7]1[c:8]([O:38][CH3:39])[cH:9][c:10]2[c:11]([n:12]1)[c:13](-[c:17]1[cH:18][c:19]3[c:20]([n:21][cH:22][cH:23][c:24]3[CH:25]=[O:26])[n:27]1[S:28](=[O:29])(=[O:30])[c:31]1[cH:32][cH:33][c:34]([CH3:37])[cH:35][cH:36]1)[cH:14][n:15]2[CH3:16].[CH:1]1([NH2:4])[CH2:2][CH2:3]1.[Cl:49][CH2:50][Cl:51].[Na+:40].[Na+:41].[Na+:48].[O-:42][S:43](=[O:44])(=[O:45])[O-:46]>>[CH:1]1([NH:4][CH2:25][c:24]2[c:19]3[cH:18][c:17](-[c:13]4[c:11]5[c:10]([cH:9][c:8]([O:38][CH3:39])[c:7]([O:6][CH3:5])[n:12]5)[n:15]([CH3:16])[cH:14]4)[n:27]([S:28](=[O:29])(=[O:30])[c:31]4[cH:32][cH:33][c:34]([CH3:37])[cH:35][cH:36]4)[c:20]3[n:21][cH:22][cH:23]2)[CH2:2][CH2:3]1. Reactants: COc1ccc(-n2c(-c3ccccn3)nc3c(N)ncnc32)cn1, Cl. Yields the product Nc1ncnc2c1nc(-c1ccccn1)n2-c1ccc(O)nc1. Reaction SMILES: [CH3:1][O:2][c:3]1[cH:4][cH:5][c:6](-[n:9]2[c:10]3[n:11][cH:12][n:13][c:14]([NH2:24])[c:15]3[n:16][c:17]2-[c:18]2[n:19][cH:20][cH:21][cH:22][cH:23]2)[cH:7][n:8]1.[ClH:25]>>[OH:2][c:3]1[cH:4][cH:5][c:6](-[n:9]2[c:10]3[n:11][cH:12][n:13][c:14]([NH2:24])[c:15]3[n:16][c:17]2-[c:18]2[n:19][cH:20][cH:21][cH:22][cH:23]2)[cH:7][n:8]1. Reactants: CC(C)(C)OC(=O)N1CCC(c2c(C#N)cc3c(N)ncnn23)CC1, O=C1CCC(=O)N1Br, CN(C)C=O. Yields the product CC(C)(C)OC(=O)N1CCC(c2c(C#N)c(Br)c3c(N)ncnn23)CC1. Reaction SMILES: [NH2:1][c:2]1[n:3][cH:4][n:5][n:6]2[c:7]1[cH:8][c:9]([C:24]#[N:25])[c:10]2[CH:11]1[CH2:12][CH2:13][N:14]([C:17](=[O:18])[O:19][C:20]([CH3:21])([CH3:22])[CH3:23])[CH2:15][CH2:16]1.[O:26]=[C:27]1[N:28]([Br:33])[C:29](=[O:30])[CH2:31][CH2:32]1.[O:34]=[CH:35][N:36]([CH3:37])[CH3:38]>>[NH2:1][c:2]1[n:3][cH:4][n:5][n:6]2[c:7]1[c:8]([Br:33])[c:9]([C:24]#[N:25])[c:10]2[CH:11]1[CH2:12][CH2:13][N:14]([C:17](=[O:18])[O:19][C:20]([CH3:21])([CH3:22])[CH3:23])[CH2:15][CH2:16]1. Starting materials: C(C)C1=CNC=2CC(CC(C12)=O)C1=CC=CC=C1 (3-ethyl-6-phenyl-4,5,6,7-tetrahydroindol-4-one), [H-].[Na+] (sodium hydride), CS(=O)(=O)Cl (methanesulfonylchloride). Run in CN(C=O)C (dimethylformamide), CN(C=O)C (dimethylformamide). Conditions: time 30 minute. Product: C(C)C1=CN(C=2CC(CC(C12)=O)C1=CC=CC=C1)S(=O)(=O)C (3-ethyl-1-methanesulfonyl-6-phenyl-4,5,6,7-tetrahydroindol-4-one). Yield: 30.6%. Reaction SMILES: [H-].[Na+].[CH2:3]([C:5]1[C:13]2[C:12](=[O:14])[CH2:11][CH:10]([C:15]3[CH:20]=[CH:19][CH:18]=[CH:17][CH:16]=3)[CH2:9][C:8]=2[NH:7][CH:6]=1)[CH3:4].[CH3:21][S:22](Cl)(=[O:24])=[O:23]>CN(C)C=O>[CH2:3]([C:5]1[C:13]2[C:12](=[O:14])[CH2:11][CH:10]([C:15]3[CH:20]=[CH:19][CH:18]=[CH:17][CH:16]=3)[CH2:9][C:8]=2[N:7]([S:22]([CH3:21])(=[O:24])=[O:23])[CH:6]=1)[CH3:4] |f:0.1|. Reported procedure: To a suspension of 60% sodium hydride (0.13 g, washed with hexane thrice) in dimethylformamide (10 ml) was added 3-ethyl-6-phenyl-4,5,6,7-tetrahydroindol-4-one (0.64 g), and the mixture was stirred at room temperature for 30 minutes. To the mixture was added a solution of methanesulfonylchloride (0.34 g) in dimethylformamide (1 ml), and the mixture was stirred at the same temperature for 24 hours and then at 40° C. for 5 hours. Under reduced pressure, the solvent was evaporated, and the residue ...